Task: describe an organic reaction: reactants, conditions, products, and yield. Dataset: the Open Reaction Database (ORD), a public repository of structured organic reaction records Reactants: O1C(=CC=C1)B(O)O (furan-2-boronic acid), I (hydroiodic acid), ClC1=NC=NC(=C1)Cl (4,6-dichloropyrimidine), chloro. Product: IC1=NC=NC(=C1)C=1OC=CC1 (4-Iodo-6-(furan-2-yl)pyrimidine). As a reaction SMILES: [O:1]1[CH:5]=[CH:4][CH:3]=[C:2]1B(O)O.Cl[C:10]1[CH:15]=[C:14](Cl)[N:13]=[CH:12][N:11]=1.[IH:17]>>[I:17][C:10]1[CH:15]=[C:14]([C:2]2[O:1][CH:5]=[CH:4][CH:3]=2)[N:13]=[CH:12][N:11]=1. Procedure: The compound was prepared according to Example 1 using furan-2-boronic acid and 4,6-dichloropyrimidine. The resultant chloro compound was converted to iodo with hydroiodic acid as described in the general procedure. The reactants are FC=1C=C(C=CC1F)C1NC(OC1C1CC1)=O (4-(3,4-difluorophenyl)-5-cyclopropyl-oxazolidin-2-one), C(CCC)[Li] (n-butyllithium), CCCCCC (hexane), 4-nitrophenylchloroformate, C([O-])(O)=O.[Na+] (sodium bicarbonate). Run in C1CCOC1 (THF), C1CCOC1 (THF). Conditions: temperature -78 celsius, time 10 minute. Yields the product [N+](=O)([O-])C1=CC=C(C=C1)OC(=O)N1C(OC(C1C1=CC(=C(C=C1)F)F)C1CC1)=O (4-(3,4-Difluorophenyl)-5-cyclopropyl-2-oxo-oxazolidine-3-carboxylic acid-4-nitro-phenyl ester). RXN SMILES: [F:1][C:2]1[CH:3]=[C:4]([CH:9]2[CH:13]([CH:14]3[CH2:16][CH2:15]3)[O:12][C:11](=[O:17])[NH:10]2)[CH:5]=[CH:6][C:7]=1[F:8].C([Li])CCC.CCCCCC.[CH:29]1[C:34]([N+:35]([O-:37])=[O:36])=[CH:33][CH:32]=[C:31]([Cl-]C([O-])=O)[CH:30]=1.[C:42](=O)([OH:44])[O-:43].[Na+]>C1COCC1>[N+:35]([C:34]1[CH:29]=[CH:30][C:31]([O:44][C:42]([N:10]2[CH:9]([C:4]3[CH:5]=[CH:6][C:7]([F:8])=[C:2]([F:1])[CH:3]=3)[CH:13]([CH:14]3[CH2:15][CH2:16]3)[O:12][C:11]2=[O:17])=[O:43])=[CH:32][CH:33]=1)([O-:37])=[O:36] |f:4.5|. Procedure details: To a solution of 4-(3,4-difluorophenyl)-5-cyclopropyl-oxazolidin-2-one (2 g, 8.3 mmol) in 100 mL THF was added a solution of n-butyllithium in hexane (9.1 mmol) dropwise via a syringe under an argon atmosphere at −78° C. The resulting yellow solution was stirred at −78° C. for 10 min. To this solution was then added dropwise via syringe 4-nitrophenylchloroformate (1.03 g, 5.1 mmol) in 20 mL of THF. The reaction was stirred at −78° for 10 min. The reaction mixture was poured into saturated sodium... The reactants are N1N=CN=C1 (1H-[1,2,4]triazole), [H-].[Na+] (sodium hydride), BrCC1=NC=2N(C=C1)C(=CN2)C=2C=CC(=C(C2)C=2C(=CC=CC2)C#N)F (5′-(7-bromomethylimidazo[1,2-α]pyrimidin-3-yl)-2′-fluorobiphenyl-2-carbonitrile). The solvent is CN(C=O)C (N,N-dimethylformamide), CN(C=O)C (N,N-dimethylformamide). Run at time 0.5 hour. Product: FC1=C(C=C(C=C1)C1=CN=C2N1C=CC(=N2)CN2N=CN=C2)C=2C(=CC=CC2)C#N (2′-fluoro-5′-[7-([1,2,4]triazol-1-ylmethyl)imidazo[1,2-α]pyrimidin-3-yl]biphenyl-2-carbonitrile). Reaction SMILES: [NH:1]1[CH:5]=[N:4][CH:3]=[N:2]1.[H-].[Na+].Br[CH2:9][C:10]1[CH:15]=[CH:14][N:13]2[C:16]([C:19]3[CH:20]=[CH:21][C:22]([F:33])=[C:23]([C:25]4[C:26]([C:31]#[N:32])=[CH:27][CH:28]=[CH:29][CH:30]=4)[CH:24]=3)=[CH:17][N:18]=[C:12]2[N:11]=1>CN(C)C=O>[F:33][C:22]1[CH:21]=[CH:20][C:19]([C:16]2[N:13]3[CH:14]=[CH:15][C:10]([CH2:9][N:1]4[CH:5]=[N:4][CH:3]=[N:2]4)=[N:11][C:12]3=[N:18][CH:17]=2)=[CH:24][C:23]=1[C:25]1[C:26]([C:31]#[N:32])=[CH:27][CH:28]=[CH:29][CH:30]=1 |f:1.2|. Procedure details: To a solution of 1H-[1,2,4]triazole (30 mg, 0.435 mmol) in N,N-dimethylformamide was added sodium hydride (17 mg, 0.435 mmol) as a 60% dispersion in oil and the reaction stirred at ambient temperature for 0.5 h. To this mixture was added the previously prepared solution of 5′-(7-bromomethylimidazo[1,2-α]pyrimidin-3-yl)-2′-fluorobiphenyl-2-carbonitrile in N,N-dimethylformamide in a dropwise manner. This mixture was allowed to stir at ambient temperature for 16 h before removal of the reaction sol...